From a dataset of the Open Reaction Database (ORD), a public repository of structured organic reaction records. describe an organic reaction: reactants, conditions, products, and yield Reactants: C(C)(=O)O (Acetic acid), NC=1N=CNC1C(=O)N (4-amino-5-imidazolecarboxamide), C(CCC)C=1NC(=C(N1)C=O)Cl (2-butyl-5-chloro-1H-imidazole-4-carbaldehyde), [BH3-]C#N.[Na+] (NaCNBH3). The solvent is CO (methanol). Yields the product C(CCC)C=1NC(=C(N1)Cl)CNC=1N=CNC1C(=O)N (4-{[(2-Butyl-4-chloro-1H-imidazol-5-yl)methyl]amino}-1H-imidazole-5-carboxamide). The yield is 25.5%. RXN SMILES: [NH2:1][C:2]1[N:3]=[CH:4][NH:5][C:6]=1[C:7]([NH2:9])=[O:8].[CH2:10]([C:14]1[NH:15][C:16]([Cl:21])=[C:17]([CH:19]=O)[N:18]=1)[CH2:11][CH2:12][CH3:13].[BH3-]C#N.[Na+].C(O)(=O)C>CO>[CH2:10]([C:14]1[NH:18][C:17]([CH2:19][NH:1][C:2]2[N:3]=[CH:4][NH:5][C:6]=2[C:7]([NH2:9])=[O:8])=[C:16]([Cl:21])[N:15]=1)[CH2:11][CH2:12][CH3:13] |f:2.3|. Reported procedure: A reaction mixture of 4-amino-5-imidazolecarboxamide (0.50 g, 3.96 mmol), 2-butyl-5-chloro-1H-imidazole-4-carbaldehyde (0.89 g, 4.76 mmol), and NaCNBH3 (0.25 g, 3.96 mmol) in methanol (5 mL) was stirred at r.t. over night. Acetic acid (0.24 g, 3.96 mmol) was added and the mixture was heated at 50° C. for 5 h. The mixture was concentrated in vacuo and dissolved in ethyl acetate and washed with water. The aqueous phase was extracted twice with ethyl acetate. The combined organic layers were dried ... Reactants: COC(=O)CC1CCCN(C(=O)OC(C)(C)C)C1c1ccc(C(F)(F)F)cc1, ClCCl, O=C(O)C(F)(F)F. Yields the product COC(=O)CC1CCCNC1c1ccc(C(F)(F)F)cc1. As a reaction SMILES: [CH3:1][O:2][C:3]([CH2:4][CH:5]1[CH:6]([c:18]2[cH:19][cH:20][c:21]([C:24]([F:25])([F:26])[F:27])[cH:22][cH:23]2)[N:7]([C:11]([O:12][C:13]([CH3:14])([CH3:15])[CH3:16])=[O:17])[CH2:8][CH2:9][CH2:10]1)=[O:28].[Cl:36][CH2:37][Cl:38].[F:29][C:30]([F:31])([F:32])[C:33]([OH:34])=[O:35]>>[CH3:1][O:2][C:3]([CH2:4][CH:5]1[CH:6]([c:18]2[cH:19][cH:20][c:21]([C:24]([F:25])([F:26])[F:27])[cH:22][cH:23]2)[NH:7][CH2:8][CH2:9][CH2:10]1)=[O:28]. Starting materials: CC(=O)c1ccc(=O)[nH]c1C, COC(OC)N(C)C, CN(C)C=O. The product is CC(=O)c1ccc(=O)[nH]c1C=CN(C)C. As a reaction SMILES: [C:1]([CH3:2])(=[O:3])[c:4]1[cH:5][cH:6][c:7](=[O:11])[nH:8][c:9]1[CH3:10].[CH3:12][O:13][CH:14]([N:15]([CH3:16])[CH3:17])[O:18][CH3:19].[CH3:20][N:21]([CH3:22])[CH:23]=[O:24]>>[C:1]([CH3:2])(=[O:3])[c:4]1[cH:5][cH:6][c:7](=[O:11])[nH:8][c:9]1[CH:10]=[CH:14][N:15]([CH3:16])[CH3:17].